The task is: describe an organic reaction: reactants, conditions, products, and yield. This data is from the Open Reaction Database (ORD), a public repository of structured organic reaction records. Reactants: CC1(C2C(C3=CC(=CC=C3O1)C#N)O2)C ((±)-2,2-dimethyl-1a,7b-dihydro-2H-1,3-dioxa-cyclopropa[a]naphthalene-6-carbonitrile), C1(=CC=CC=C1)N1NC(C=C1)=O (1-phenyl-1,2-dihydro-pyrazol-3-one). Yields the product OC1C(OC2=CC=C(C=C2C1OC1=NN(C=C1)C1=CC=CC=C1)C#N)(C)C (3-Hydroxy-2,2-dimethyl-4-(1-phenyl-1H-pyrazol-3-yloxy)-chroman-6-carbonitrile). RXN SMILES: [CH3:1][C:2]1([CH3:15])[O:11][C:10]2[C:5](=[CH:6][C:7]([C:12]#[N:13])=[CH:8][CH:9]=2)[CH:4]2[O:14][CH:3]12.[C:16]1([N:22]2[CH:26]=[CH:25][C:24](=[O:27])[NH:23]2)[CH:21]=[CH:20][CH:19]=[CH:18][CH:17]=1>>[OH:14][CH:3]1[CH:4]([O:27][C:24]2[CH:25]=[CH:26][N:22]([C:16]3[CH:17]=[CH:18][CH:19]=[CH:20][CH:21]=3)[N:23]=2)[C:5]2[C:10](=[CH:9][CH:8]=[C:7]([C:12]#[N:13])[CH:6]=2)[O:11][C:2]1([CH3:15])[CH3:1]. Procedure details: Following the procedure in Example 1, using (±)-2,2-dimethyl-1a,7b-dihydro-2H-1,3-dioxa-cyclopropa[a]naphthalene-6-carbonitrile and 1-phenyl-1,2-dihydro-pyrazol-3-one as starting materials, the title compounds were prepared as white solids. Starting materials: CCO, CO, CC(=O)CCl, FC(F)(F)c1cn2c(n1)CNCC2, O=[Pt]=O. The product is Cc1cn2c(n1)CNCC2. Reaction SMILES: [CH3:19][CH2:20][OH:21].[CH3:25][OH:26].[Cl:14][CH2:15][C:16](=[O:17])[CH3:18].[F:1][C:2]([c:3]1[n:4][c:5]2[n:6]([cH:11]1)[CH2:7][CH2:8][NH:9][CH2:10]2)([F:12])[F:13].[Pt:22](=[O:23])=[O:24]>>[CH3:2][c:3]1[n:4][c:5]2[n:6]([cH:11]1)[CH2:7][CH2:8][NH:9][CH2:10]2. Reactants: OCC(C)N1C(C=CC(=C1)C=1SC=CC1)=O (1-(1-hydroxypropan-2-yl)-5-(thiophen-2-yl)pyridin-2(1H)-one), IC1=CC=NC2=CC(=CC=C12)OC (4-iodo-7-methoxyquinoline), C([O-])([O-])=O.[Cs+].[Cs+] (cesium carbonate), N1=CC=CC2=CC=C3C=CC=NC3=C12 (1,10-phenanthroline). The reagents and catalysts are [Cu](I)I (copper iodide). Run in O (water), CCOC(=O)C (EtOAc), CN(C)C=O (DMF). Conditions: temperature 140 celsius. Yields the product COC1=CC=C2C(=CC=NC2=C1)OCC(C)N1C(C=CC(=C1)C=1SC=CC1)=O (1-(1-(7-methoxyquinolin-4-yloxy)propan-2-yl)-5-(thiophen-2-yl)pyridin-2(1H)-one). Yield: 17.4%. Reaction SMILES: [OH:1][CH2:2][CH:3]([N:5]1[CH:10]=[C:9]([C:11]2[S:12][CH:13]=[CH:14][CH:15]=2)[CH:8]=[CH:7][C:6]1=[O:16])[CH3:4].I[C:18]1[C:27]2[C:22](=[CH:23][C:24]([O:28][CH3:29])=[CH:25][CH:26]=2)[N:21]=[CH:20][CH:19]=1.C(=O)([O-])[O-].[Cs+].[Cs+].N1C2C(=CC=C3C=2N=CC=C3)C=CC=1>CN(C=O)C.O.CCOC(C)=O.[Cu](I)I>[CH3:29][O:28][C:24]1[CH:23]=[C:22]2[C:27]([C:18]([O:1][CH2:2][CH:3]([N:5]3[CH:10]=[C:9]([C:11]4[S:12][CH:13]=[CH:14][CH:15]=4)[CH:8]=[CH:7][C:6]3=[O:16])[CH3:4])=[CH:19][CH:20]=[N:21]2)=[CH:26][CH:25]=1 |f:2.3.4|. Procedure: To a solution of 1-(1-hydroxypropan-2-yl)-5-(thiophen-2-yl)pyridin-2(1H)-one (0.052 g, 0.22 mmol) and 4-iodo-7-methoxyquinoline (0.063 g, 0.22 mmol) in 3.0 mL of DMF was added cesium carbonate (Cs2CO3, 0.072 g, 0.22 mmol), 1,10-phenanthroline (0.020 g, 0.11 mmol) followed by copper iodide (CuI) (0.021 g, 0.11 mmol) in a microwave vial. The mixture was heated to 140° C. for 45 minutes. The mixture was then diluted with 40 mL of water and 60 mL of EtOAc. The organic phase was separated, washed wit... The reactants are ClC=1C=C(C=CC1Cl)C1(CCCCC1)C=O (1-(3,4-dichlorophenyl)cyclohexanecarbaldehyde), C[Li] (methyl lithium), Cl (HCl). Solvent: C1CCOC1 (THF). Run at time 16 hour. The product is ClC=1C=C(C=CC1Cl)C1(CCCCC1)C(C)O (1-(1-(3,4-dichlorophenyl)cyclohexyl)ethanol). RXN SMILES: [Cl:1][C:2]1[CH:3]=[C:4]([C:9]2([CH:15]=[O:16])[CH2:14][CH2:13][CH2:12][CH2:11][CH2:10]2)[CH:5]=[CH:6][C:7]=1[Cl:8].[CH3:17][Li].Cl>C1COCC1>[Cl:1][C:2]1[CH:3]=[C:4]([C:9]2([CH:15]([OH:16])[CH3:17])[CH2:14][CH2:13][CH2:12][CH2:11][CH2:10]2)[CH:5]=[CH:6][C:7]=1[Cl:8]. Procedure details: To a solution of 1-(3,4-dichlorophenyl)cyclohexanecarbaldehyde (440 mg, 1.71 mmol) in anhydrous THF (17 mL) at 0° C. was added slowly methyl lithium (1.6 M in Et2O, 3.21 mL, 5.14 mmol). The solution was allowed to warm to RT and was stirred for 16 h. It was then quenched with MeOH (5 mL). The crude reaction mixture was poured into 2M HCl (15 mL) and washed with EtOAc (3×20 mL). The combined organic layers were dried (Na2SO4), filtered and concentrated to give 1-(1-(3,4-dichlorophenyl)cyclohexyl)... The reactants are C(=O)([O-])[O-].[K+].[K+] (K2CO3), BrC=1C=C(C(=C(C(=O)O)C1)F)C (5-bromo-2-fluoro-3-methyl-benzoic acid), FC=1C=C(C=CC1)B(O)O ((3-fluorophenyl)boronic acid), O1CCOCC1 (dioxane). Reagents/catalysts: C=1C=CC(=CC1)[P](C=2C=CC=CC2)(C=3C=CC=CC3)[Pd]([P](C=4C=CC=CC4)(C=5C=CC=CC5)C=6C=CC=CC6)([P](C=7C=CC=CC7)(C=8C=CC=CC8)C=9C=CC=CC9)[P](C=1C=CC=CC1)(C=1C=CC=CC1)C=1C=CC=CC1 (Pd(PPh3)4). The solvent is CCO (EtOH), O (H2O). Reaction conditions: temperature 85 celsius. Product: FC1=C(C(=O)O)C=C(C=C1C)C1=CC(=CC=C1)F (2-Fluoro-5-(3-fluorophenyl)-3-methyl-benzoic acid). Isolated yield 75.2%. As a reaction SMILES: Br[C:2]1[CH:3]=[C:4]([CH3:12])[C:5]([F:11])=[C:6]([CH:10]=1)[C:7]([OH:9])=[O:8].[F:13][C:14]1[CH:15]=[C:16](B(O)O)[CH:17]=[CH:18][CH:19]=1.O1CCOCC1.C([O-])([O-])=O.[K+].[K+]>CCO.C1C=CC([P]([Pd]([P](C2C=CC=CC=2)(C2C=CC=CC=2)C2C=CC=CC=2)([P](C2C=CC=CC=2)(C2C=CC=CC=2)C2C=CC=CC=2)[P](C2C=CC=CC=2)(C2C=CC=CC=2)C2C=CC=CC=2)(C2C=CC=CC=2)C2C=CC=CC=2)=CC=1.O>[F:11][C:5]1[C:4]([CH3:12])=[CH:3][C:2]([C:18]2[CH:17]=[CH:16][CH:15]=[C:14]([F:13])[CH:19]=2)=[CH:10][C:6]=1[C:7]([OH:9])=[O:8] |f:3.4.5,^1:41,43,62,81|. Procedure: To a solution of 5-bromo-2-fluoro-3-methyl-benzoic acid (697 mg, 2.99 mmol, 1.0 eq) and (3-fluorophenyl)boronic acid (502 mg, 3.59 mmol, 1.2 eq) in a mixture of EtOH (10 mL), dioxane (20 mL) and H2O (10 mL) were added K2CO3 (142 mg, 1.03 mmol, 2.5 eq) and Pd(PPh3)4 (345 mg, 0.30 mmol, 0.1 eq). The mixture was heated at 85° C. overnight. The reaction was quenched by addition of 1M HCl and the aqueous phase extracted with EtOAc. The organic extract was dried (MgSO4), filtered and evaporated in vac...